Dataset: the Open Reaction Database (ORD), a public repository of structured organic reaction records. Task: describe an organic reaction: reactants, conditions, products, and yield Reactants: CN1C=C(C2=CC=CC=C12)C=1C(OC(C1C1=CC(=CC=C1)OCCCCl)=O)=O (3-(1-methylindol-3-yl)-4-[3-(3-chloropropyloxy)phenyl]furan-2,5-dione), [N-]=[N+]=[N-].[Na+] (sodium azide). Run in CN(C)C=O (DMF). Reaction conditions: temperature 75 celsius. Product: CN1C=C(C2=CC=CC=C12)C=1C(OC(C1C1=CC(=CC=C1)OCCCN=[N+]=[N-])=O)=O (3-(1-methylindol-3-yl)-4-[3-(3-azidopropyloxy)phenyl]furan-2,5-dione). Isolated yield 113.0%. As a reaction SMILES: [CH3:1][N:2]1[C:10]2[C:5](=[CH:6][CH:7]=[CH:8][CH:9]=2)[C:4]([C:11]2[C:12](=[O:28])[O:13][C:14](=[O:27])[C:15]=2[C:16]2[CH:21]=[CH:20][CH:19]=[C:18]([O:22][CH2:23][CH2:24][CH2:25]Cl)[CH:17]=2)=[CH:3]1.[N-:29]=[N+:30]=[N-:31].[Na+]>CN(C=O)C>[CH3:1][N:2]1[C:10]2[C:5](=[CH:6][CH:7]=[CH:8][CH:9]=2)[C:4]([C:11]2[C:12](=[O:28])[O:13][C:14](=[O:27])[C:15]=2[C:16]2[CH:21]=[CH:20][CH:19]=[C:18]([O:22][CH2:23][CH2:24][CH2:25][N:29]=[N+:30]=[N-:31])[CH:17]=2)=[CH:3]1 |f:1.2|. Reported procedure: To a solution of 3-(1-methylindol-3-yl)-4-[3-(3-chloropropyloxy)phenyl]furan-2,5-dione (1.0 g, 2.2 mmol) in DMF (15 mL) was added sodium azide (0.43 g, 3 eq.) and the resulting mixture was heated at 75° C. for 24 h. The reaction mixture was cooled to room temperature and quenched with water. The product was then extracted into EtOAc. The EtOAc layer was washed with H2O, NaCl (sat.), dried over Na2SO4, and concentrated in vacuo to give 3-(1-methylindol-3-yl)-4-[3-(3-azidopropyloxy)phenyl]furan-2,... Reactants: O1CC(CC1)O (Tetrahydrofuran-3-ol), C(C)(C)(C)OC(=O)NC1=CC=C(C=N1)CC(C(=O)OC(C)(C)C)C(CCC1=CC(=CC=C1)O)SCC1=CC=C(C=C1)OC (tert-butyl 2-({6-[(tert-butoxycarbonyl)amino]pyridin-3-yl}methyl)-5-(3-hydroxyphenyl)-3-[(4-methoxybenzyl)thio]pentanoate), N(=NC(=O)N(C)C)C(=O)N(C)C (1,1′-azobis(N,N-dimethylformamide)), C(CCC)P(CCCC)CCCC (tri-n-butylphosphine). Solvent: C1(=CC=CC=C1)C (toluene), C1(=CC=CC=C1)C (Toluene). Conditions: temperature 80 celsius, time 12 hour. The product is C(C)(C)(C)OC(=O)NC1=CC=C(C=N1)CC(C(=O)OC(C)(C)C)C(CCC1=CC(=CC=C1)OC1COCC1)SCC1=CC=C(C=C1)OC (tert-butyl 2-({6-[(tert-butoxycarbonyl)amino]pyridin-3-yl}methyl)-3-[(4-methoxybenzyl)thio]-5-[3-(tetrahydrofuran-3-yloxy)phenyl]pentanoate). The yield is 44.2%. Reaction SMILES: N(C(N(C)C)=O)=NC(N(C)C)=O.C(P(CCCC)CCCC)CCC.[O:26]1[CH2:30][CH2:29][CH:28]([OH:31])[CH2:27]1.[C:32]([O:36][C:37]([NH:39][C:40]1[N:45]=[CH:44][C:43]([CH2:46][CH:47]([CH:55]([S:65][CH2:66][C:67]2[CH:72]=[CH:71][C:70]([O:73][CH3:74])=[CH:69][CH:68]=2)[CH2:56][CH2:57][C:58]2[CH:63]=[CH:62][CH:61]=[C:60](O)[CH:59]=2)[C:48]([O:50][C:51]([CH3:54])([CH3:53])[CH3:52])=[O:49])=[CH:42][CH:41]=1)=[O:38])([CH3:35])([CH3:34])[CH3:33]>C1(C)C=CC=CC=1>[C:32]([O:36][C:37]([NH:39][C:40]1[N:45]=[CH:44][C:43]([CH2:46][CH:47]([CH:55]([S:65][CH2:66][C:67]2[CH:72]=[CH:71][C:70]([O:73][CH3:74])=[CH:69][CH:68]=2)[CH2:56][CH2:57][C:58]2[CH:59]=[CH:60][CH:61]=[C:62]([O:31][CH:28]3[CH2:29][CH2:30][O:26][CH2:27]3)[CH:63]=2)[C:48]([O:50][C:51]([CH3:52])([CH3:53])[CH3:54])=[O:49])=[CH:42][CH:41]=1)=[O:38])([CH3:33])([CH3:34])[CH3:35]. Procedure: 1,1′-azobis(N,N-dimethylformamide)(134 mg, 0.78 mmol) was added to a solution of tri-n-butylphosphine (221 μL, 0.89 mmol) in toluene (2 mL). Tetrahydrofuran-3-ol (36 μL, 44 mmol) and tert-butyl 2-({6-[(tert-butoxycarbonyl)amino]pyridin-3-yl}methyl)-5-(3-hydroxyphenyl)-3-[(4-methoxybenzyl)thio]pentanoate (154 mg, 0.25 mmol) was added sequentially. The reaction mixture was stirred for 12 h at 80° C. Toluene (100 mL) was added and the mixture was washed with brine, dried and concentrated. Flash chr...